Task: describe an organic reaction: reactants, conditions, products, and yield. Dataset: the Open Reaction Database (ORD), a public repository of structured organic reaction records Starting materials: CCCCO, NC1CCCCC1, Nc1nc(Cl)nc2c1ncn2Cc1ccccc1, [Na+], [OH-]. Product: Nc1nc(NC2CCCCC2)nc2c1ncn2Cc1ccccc1. Reaction SMILES: [CH2:28]([OH:29])[CH2:30][CH2:31][CH3:32].[NH2:19][CH:20]1[CH2:21][CH2:22][CH2:23][CH2:24][CH2:25]1.[NH2:1][c:2]1[c:3]2[n:4][cH:5][n:6]([CH2:12][c:13]3[cH:14][cH:15][cH:16][cH:17][cH:18]3)[c:7]2[n:8][c:9]([Cl:11])[n:10]1.[Na+:27].[OH-:26]>>[NH2:1][c:2]1[c:3]2[n:4][cH:5][n:6]([CH2:12][c:13]3[cH:14][cH:15][cH:16][cH:17][cH:18]3)[c:7]2[n:8][c:9]([NH:19][CH:20]2[CH2:21][CH2:22][CH2:23][CH2:24][CH2:25]2)[n:10]1. Starting materials: C(C)(OC)(OC)OC (Trimethyl orthoacetate), C1(=CC=CC=C1)C(C(=C)C)O (1-phenyl-2-methyl-2-propen-1-ol), C(CC)(=O)O (propionic acid). Solvent: CO (methanol). The product is C/C(/CCC(=O)OC)=C\C1=CC=CC=C1 (Methyl (4E)-4-methyl-5-phenyl-4-pentenoate). The yield is 20.9%. RXN SMILES: [C:1](OC)([O:5][CH3:6])([O:3]C)[CH3:2].[C:9]1([CH:15](O)[C:16]([CH3:18])=[CH2:17])[CH:14]=[CH:13][CH:12]=[CH:11][CH:10]=1.C(O)(=O)CC>CO>[CH3:17]/[C:16](=[CH:15]\[C:9]1[CH:14]=[CH:13][CH:12]=[CH:11][CH:10]=1)/[CH2:18][CH2:2][C:1]([O:5][CH3:6])=[O:3]. Reported procedure: Trimethyl orthoacetate (186 g, 1.52 mol) and 1-phenyl-2-methyl-2-propen-1-ol (90% pure from Alfa Aesar, 25 g, 0.152 mol) were heated in the presence of propionic acid (0.2 ml) in an oil bath at 145° C. for 4 hours. The methanol formed during the reaction was distilled. The excess orthoacetate was then removed under vacuum and the residue was purified by column chromatography on silica gel (eluent: heptanes/ethyl acetate 25:1 to 8:1) followed by bulb-to-bulb distillation (67° C./0.001 mbar). 6.5 ... Starting materials: C(C)(=O)C1(CCN(CC1)C(=O)OC(C)(C)C)CCO[Si](C)(C)C(C)(C)C (tert-butyl 4-acetyl-4-(2-(tert-butyldimethylsilyloxy)eth-1-yl)piperidine-1-carboxylate), CN(C)P(=O)(N(C)C)N(C)C (HMPA), [Li+].C[Si](C)(C)[N-][Si](C)(C)C (LHMDS), C1(=CC=CC=C1)CC=O (phenylacetaldehyde), [Cl-].[NH4+] (ammonium chloride). The solvent is C1CCOC1 (THF), C1CCOC1 (THF), C1CCOC1 (THF), CCOCC (ether). Conditions: time 1 hour. Yields the product C1(=CC=CC=C1)CC(CC(=O)C1(CCN(CC1)C(=O)OC(C)(C)C)CCO[Si](C)(C)C(C)(C)C)O (tert-Butyl 4-(4-phenyl-3-hydroxy-1-oxobut-1-yl)-4-(2-(tert-butyldimethylsilyloxy)eth-1-yl)piperidine-1-carboxylate). As a reaction SMILES: [C:1]([C:4]1([CH2:17][CH2:18][O:19][Si:20]([C:23]([CH3:26])([CH3:25])[CH3:24])([CH3:22])[CH3:21])[CH2:9][CH2:8][N:7]([C:10]([O:12][C:13]([CH3:16])([CH3:15])[CH3:14])=[O:11])[CH2:6][CH2:5]1)(=[O:3])[CH3:2].CN(P(N(C)C)(N(C)C)=O)C.[Li+].C[Si]([N-][Si](C)(C)C)(C)C.[C:48]1([CH2:54][CH:55]=[O:56])[CH:53]=[CH:52][CH:51]=[CH:50][CH:49]=1.[Cl-].[NH4+]>C1COCC1.CCOCC>[C:48]1([CH2:54][CH:55]([OH:56])[CH2:2][C:1]([C:4]2([CH2:17][CH2:18][O:19][Si:20]([C:23]([CH3:26])([CH3:25])[CH3:24])([CH3:22])[CH3:21])[CH2:9][CH2:8][N:7]([C:10]([O:12][C:13]([CH3:15])([CH3:16])[CH3:14])=[O:11])[CH2:6][CH2:5]2)=[O:3])[CH:53]=[CH:52][CH:51]=[CH:50][CH:49]=1 |f:2.3,5.6|. Procedure: To a solution of tert-butyl 4-acetyl-4-(2-(tert-butyldimethylsilyloxy)eth-1-yl)piperidine-1-carboxylate (4.6 g, 12 mmol) in THF (120 mL) at −70° C. was added HMPA (20.7 mL, 120 mmol) and 1M LHMDS in THF (12 mL, 12 mmol). After 1 h, phenylacetaldehyde (5.7 g, 48 mmol) was added in THF (80 mL) over 10 min and the reaction was stirred for 1 h. The mixture was then poured into ether and aq. ammonium chloride solution and extracted three times with ether. The combined organic layers were washed with ... Reactants: CCC1Cc2ccc(C(C)C(=O)O)cc2C1=O, Cl, C1COCCO1, O, [Zn]. Product: CCC1Cc2ccc(C(C)C(=O)O)cc2C1. RXN SMILES: [CH2:1]([CH3:2])[CH:3]1[C:4](=[O:17])[c:5]2[cH:6][c:7]([CH:12]([C:13](=[O:14])[OH:15])[CH3:16])[cH:8][cH:9][c:10]2[CH2:11]1.[ClH:18].[O:19]1[CH2:20][CH2:21][O:22][CH2:23][CH2:24]1.[OH2:26].[Zn:25]>>[CH2:1]([CH3:2])[CH:3]1[CH2:4][c:5]2[cH:6][c:7]([CH:12]([C:13](=[O:14])[OH:15])[CH3:16])[cH:8][cH:9][c:10]2[CH2:11]1.